From a dataset of the Open Reaction Database (ORD), a public repository of structured organic reaction records. describe an organic reaction: reactants, conditions, products, and yield Reactants: N1=CC=CC=C1 (pyridine), Cl.NO (hydroxylamine hydrochloride), O=C1C2=C(OCC3=C1C=CC=C3)C=CC(=C2)CC(=O)Cl (2-(6,11-dihydro-11-oxodibenz[b,e]oxepin-2-yl)acetyl chloride), C(C)(C)(C)O[AlH-](OC(C)(C)C)OC(C)(C)C.[Li+] (lithium tri-tert-butoxyaluminohydride), solution. Run in COCCOCCOC (diglyme), COCCOCCOC (diglyme). Run at temperature -78 celsius. Yields the product O=C1C2=C(OCC3=C1C=CC=C3)C=CC(=C2)CC=NO (2-(6,11-dihydro-11-oxodibenz[b,e]oxepin-2-yl)acetaldoxime). As a reaction SMILES: [O:1]=[C:2]1[C:8]2[CH:9]=[CH:10][CH:11]=[CH:12][C:7]=2[CH2:6][O:5][C:4]2[CH:13]=[CH:14][C:15]([CH2:17][C:18](Cl)=O)=[CH:16][C:3]1=2.C(O[AlH-](OC(C)(C)C)OC(C)(C)C)(C)(C)C.[Li+].N1C=CC=CC=1.Cl.[NH2:45][OH:46]>COCCOCCOC>[O:1]=[C:2]1[C:8]2[CH:9]=[CH:10][CH:11]=[CH:12][C:7]=2[CH2:6][O:5][C:4]2[CH:13]=[CH:14][C:15]([CH2:17][CH:18]=[N:45][OH:46])=[CH:16][C:3]1=2 |f:1.2,4.5|. Procedure: A solution of 2-(6,11-dihydro-11-oxodibenz[b,e]oxepin-2-yl)acetyl chloride (15.00 g) in 150 ml of dry diglyme was stirred at -78° C. under nitrogen as lithium tri-tert-butoxyaluminohydride (104.6 ml of a 0.5M solution in diglyme) was added slowly dropwise over one hour. The reaction was stirred ten minutes at -78° C. and then quenched with 3 ml of glacial acetic acid added slowly dropwise. After warming the reaction to room temperature 50 ml of pyridine and 2 equiv. of hydroxylamine hydrochlorid... Reactants: 113.2, ClC1=C(C=C(C(=C1)[N+](=O)[O-])Cl)Cl (1,2,4-trichloro-5-nitrobenzene), NCCCO (3-amino-1-propanol), [I-].[K+] (potassium iodide). Solvent: C(CCC)O (butanol). The product is 31.7, ClC1=CC(=C(C=C1Cl)NCCCO)[N+](=O)[O-] (3-[(4,5-dichloro-2-nitrophenyl)amino]-1-propanol). RXN SMILES: [Cl:1][C:2]1[CH:7]=[C:6]([N+:8]([O-:10])=[O:9])[C:5](Cl)=[CH:4][C:3]=1[Cl:12].[NH2:13][CH2:14][CH2:15][CH2:16][OH:17].[I-].[K+]>C(O)CCC>[Cl:1][C:2]1[C:3]([Cl:12])=[CH:4][C:5]([NH:13][CH2:14][CH2:15][CH2:16][OH:17])=[C:6]([N+:8]([O-:10])=[O:9])[CH:7]=1 |f:2.3|. Procedure: A mixture of 113.2 parts of 1,2,4-trichloro-5-nitrobenzene, 75 parts of 3-amino-1-propanol, 0.2 parts of potassium iodide and 200 parts of butanol is stirred and refluxed overnight. The butanol is removed by evaporation in vacuo and water is added to the residue. The product is extracted with 4-methyl-2-pentanone. The extract is washed a few times with water, dried, filtered and evaporated. The oily residue is purified by column-chromatography over silica gel using a mixture of trichloromethane ... Starting materials: C(\C=C/C(=O)[O-])(=O)[O-].[NH4+].[NH4+] (diammonium maleate), N (ammonia). Product: NC(CC(=O)[O-])C(=O)[O-].[NH4+].[NH4+] (diammonium D,L-aspartate). Reaction SMILES: [C:1]([O-:8])(=[O:7])/[CH:2]=[CH:3]\[C:4]([O-:6])=[O:5].[NH4+:9].[NH4+].N>>[NH2:9][CH:2]([C:1]([O-:8])=[O:7])[CH2:3][C:4]([O-:6])=[O:5].[NH4+:9].[NH4+:9] |f:0.1.2,4.5.6|. Reported procedure: reacting the diammonium maleate with the excess ammonia at an elevated temperature in a range of about 40 degrees C. to about 200 degrees C., at an elevated pressure in a range of about 275 psig to about 1000 psig, and for a time period of about 30 minutes to about 5 hours, to produce diammonium D,L-aspartate; The reactants are O (water), [H-].[Na+] (sodium hydride), ClC1=CC=C(C=C1)C(N1CC(C1)NCC1=CC(=CC(=C1)F)F)C1=CC=C(C=C1)Cl ({1-[bis(4-chlorophenyl)methyl]azetidin-3-yl}(3,5-difluorobenzyl)amine), ClC(=O)OC (methyl chloroformate). Run in O1CCCC1 (tetrahydrofuran). Run at time 1 hour. Product: ClC1=CC=C(C=C1)C(N1CC(C1)N(C(OC)=O)CC1=CC(=CC(=C1)F)F)C1=CC=C(C=C1)Cl (methyl {1-[bis(4-chlorophenyl)methyl]azetidin-3-yl}-(3,5-difluorobenzyl)carbamate). RXN SMILES: [H-].[Na+].[Cl:3][C:4]1[CH:9]=[CH:8][C:7]([CH:10]([C:25]2[CH:30]=[CH:29][C:28]([Cl:31])=[CH:27][CH:26]=2)[N:11]2[CH2:14][CH:13]([NH:15][CH2:16][C:17]3[CH:22]=[C:21]([F:23])[CH:20]=[C:19]([F:24])[CH:18]=3)[CH2:12]2)=[CH:6][CH:5]=1.Cl[C:33]([O:35][CH3:36])=[O:34].O>O1CCCC1>[Cl:31][C:28]1[CH:29]=[CH:30][C:25]([CH:10]([C:7]2[CH:8]=[CH:9][C:4]([Cl:3])=[CH:5][CH:6]=2)[N:11]2[CH2:12][CH:13]([N:15]([CH2:16][C:17]3[CH:22]=[C:21]([F:23])[CH:20]=[C:19]([F:24])[CH:18]=3)[C:33](=[O:34])[O:35][CH3:36])[CH2:14]2)=[CH:26][CH:27]=1 |f:0.1|. Procedure: 24.4 mg of a 75% dispersion of sodium hydride in mineral oil are added, at room temperature under an argon atmosphere, to a solution of 330 mg of {1-[bis(4-chlorophenyl)methyl]azetidin-3-yl}(3,5-difluorobenzyl)amine in 25 cm3 of tetrahydrofuran. The mixture is stirred at room temperature for 1 hour before adding thereto 59 mm3 of methyl chloroformate, and then the stirring is maintained for 18 hours under the same conditions. The reaction mixture is supplemented with 0.3 cm3 of distilled water a... Reactants: C(=O)(OC(C)(C)C)N[C@@H](C(C(O)=O)OCC1=CC=CC=C1)C(=O)NCCNC(=O)C=CC (N-Boc-β-benzyloxy-L-aspartylaminoethylaminocarbonyl-2-methylethene). The solvent is O1CCOCC1 (dioxane). The product is C(C1=CC=CC=C1)OC([C@H](N)C(=O)NCCNC(=O)C=CC)C(O)=O (β-benzyloxy-L-aspartylaminoethylaminocarbonyl-2-methylethene). Isolated yield 113.1%. RXN SMILES: C([NH:8][C@H:9]([C:22]([NH:24][CH2:25][CH2:26][NH:27][C:28]([CH:30]=[CH:31][CH3:32])=[O:29])=[O:23])[CH:10]([O:14][CH2:15][C:16]1[CH:21]=[CH:20][CH:19]=[CH:18][CH:17]=1)[C:11](=[O:13])[OH:12])(OC(C)(C)C)=O>O1CCOCC1>[CH2:15]([O:14][CH:10]([C:11](=[O:12])[OH:13])[C@@H:9]([C:22]([NH:24][CH2:25][CH2:26][NH:27][C:28]([CH:30]=[CH:31][CH3:32])=[O:29])=[O:23])[NH2:8])[C:16]1[CH:17]=[CH:18][CH:19]=[CH:20][CH:21]=1. Procedure details: Boc-Asp(OBzl) (12.9 g) was dissolved in tetrahydrofuran (100 ml) and added with N-methylmorpholine (4.0 g) and isobutyl chloroformate (5.44 g) with cooling at -10° C. After stirring for 15 minutes, the mixture was added with ethylenediamine monomethacrylic acid hydrochloride (4.0 g) and N-methylmorpholine (3.0 g) and stirred. One hour later, the solvent was evaporated under reduced pressure and the residue was dissolved in chloroform. The organic layer was washed with saturated aqueous solution ...